Dataset: the Open Reaction Database (ORD), a public repository of structured organic reaction records. Task: describe an organic reaction: reactants, conditions, products, and yield The reactants are C(C)O (ethanol), [Na] (sodium), [Cl-].[NH4+] (ammonium chloride), C(C)(=O)OC1CC(CC=2C=CC=NC12)C(=O)OCC (ethyl (6RS,8SR)-8-acetoxy-5,6,7,8-tetrahydroquinoline-6-carboxylate), C(C)(=O)OC1CC(CC=2C=CC=NC12)C(=O)OCC (ethyl (6RS,8RS)-8-acetoxy-5,6,7,8-tetrahydroquinoline-6-carboxylate). Run in O1CCCC1 (tetrahydrofuran), C(C)(=O)OC(C)=O (acetic anhydride). Reaction conditions: temperature 130 celsius, time 1 hour. Product: OC1CC(CC=2C=CC=NC12)C(=O)OCC (ethyl (6RS,8SR)-8-hydroxy-5,6,7,8-tetrahydroquinoline-6-carboxylate). RXN SMILES: C([O:4][CH:5]1[C:14]2[N:13]=[CH:12][CH:11]=[CH:10][C:9]=2[CH2:8][CH:7]([C:15]([O:17][CH2:18][CH3:19])=[O:16])[CH2:6]1)(=O)C.C(O)C.[Na].[Cl-].[NH4+]>C(OC(=O)C)(=O)C.O1CCCC1>[OH:4][CH:5]1[C:14]2[N:13]=[CH:12][CH:11]=[CH:10][C:9]=2[CH2:8][CH:7]([C:15]([O:17][CH2:18][CH3:19])=[O:16])[CH2:6]1 |f:3.4,^1:22|. Procedure: At 0° C. 1.04 kg of metachloroperbenzoic acid was added to chloroform (6 L) solution of 689 g of the compound obtained in the above, and stirred at room temperature for 3 hours. 1:1 mixed solution of aqueous saturated sodium hydrogencarbonate solution and aqueous saturated sodium sulfite solution was added to the reaction liquid, and extracted with chloroform. The organic layer was washed with aqueous saturated sodium hydrogencarbonate solution and aqueous saturated sodium chloride solution, and...